From a dataset of the Open Reaction Database (ORD), a public repository of structured organic reaction records. describe an organic reaction: reactants, conditions, products, and yield Procedure: A mixture of intermediate 29 (0.026 mol) in a solution of HCl in 2 propanol (15 ml) and CH3OH (110 ml) was stirred and refluxed for 1 hour. The solvent was evaporated. The residue was taken up in H2O/CH2Cl2. The mixture was alkalized with NaOH. The organic layer was separated, dried, filtered and the solvent was evaporated, yielding 4.95 g (69%) of N-[1-[(4-fluorophenyl)methyl]-1H-imidazol-2-yl]-4-piperidinamine (intermediate 30). Reactants: FC1=CC=C(C=C1)CN1C(=NC=C1)NC1CCN(CC1)C(=O)OC(C)(C)C (1,1-dimethylethyl 4-[[1-[(4-fluorophenyl)methyl]-1H-imidazol-2-yl]amino]-1-piperidinecarboxylate), Cl (HCl), C(CC)O (propanol). RXN SMILES: [F:1][C:2]1[CH:7]=[CH:6][C:5]([CH2:8][N:9]2[CH:13]=[CH:12][N:11]=[C:10]2[NH:14][CH:15]2[CH2:20][CH2:19][N:18](C(OC(C)(C)C)=O)[CH2:17][CH2:16]2)=[CH:4][CH:3]=1.Cl.C(O)CC>CO>[F:1][C:2]1[CH:7]=[CH:6][C:5]([CH2:8][N:9]2[CH:13]=[CH:12][N:11]=[C:10]2[NH:14][CH:15]2[CH2:20][CH2:19][NH:18][CH2:17][CH2:16]2)=[CH:4][CH:3]=1. Isolated yield 69.4%. Solvent: CO (CH3OH). Product: FC1=CC=C(C=C1)CN1C(=NC=C1)NC1CCNCC1 (N-[1-[(4-fluorophenyl)methyl]-1H-imidazol-2-yl]-4-piperidinamine).